Dataset: the Open Reaction Database (ORD), a public repository of structured organic reaction records. Task: describe an organic reaction: reactants, conditions, products, and yield Reactants: [Si](C1=CC=CC=C1)(C1=CC=CC=C1)(C(C)(C)C)OCCC=1C=C(C(=O)NC=2SC3=C(C2C(=O)NC2=CC=C(C=C2)CCC2=CC=C(C(=O)OC)C=C2)CCCC3)C=CC1 (methyl 4-[2-(4-{[(2-{[3-(2-{[tert-butyl(diphenyl)silyl]oxy}ethyl)benzoyl]amino}-4,5,6,7-tetrahydro-1-benzothiophen-3-yl)carbonyl]amino}phenyl)ethyl]benzoate), [F-].C(CCC)[N+](CCCC)(CCCC)CCCC (tetrabutylammonium fluoride). Run in C1CCOC1 (THF). Conditions: time 4 hour. Product: OCCC=1C=C(C(=O)NC=2SC3=C(C2C(=O)NC2=CC=C(C=C2)CCC2=CC=C(C(=O)OC)C=C2)CCCC3)C=CC1 (methyl 4-[2-(4-{[(2-{[3-(2-hydroxyethyl)benzoyl]amino}-4,5,6,7-tetrahydro-1-benzothiophen-3-yl)carbonyl]amino}phenyl)ethyl]benzoate). The yield is 91.7%. RXN SMILES: [Si]([O:18][CH2:19][CH2:20][C:21]1[CH:22]=[C:23]([CH:57]=[CH:58][CH:59]=1)[C:24]([NH:26][C:27]1[S:28][C:29]2[CH2:56][CH2:55][CH2:54][CH2:53][C:30]=2[C:31]=1[C:32]([NH:34][C:35]1[CH:40]=[CH:39][C:38]([CH2:41][CH2:42][C:43]2[CH:52]=[CH:51][C:46]([C:47]([O:49][CH3:50])=[O:48])=[CH:45][CH:44]=2)=[CH:37][CH:36]=1)=[O:33])=[O:25])(C(C)(C)C)(C1C=CC=CC=1)C1C=CC=CC=1.[F-].C([N+](CCCC)(CCCC)CCCC)CCC>C1COCC1>[OH:18][CH2:19][CH2:20][C:21]1[CH:22]=[C:23]([CH:57]=[CH:58][CH:59]=1)[C:24]([NH:26][C:27]1[S:28][C:29]2[CH2:56][CH2:55][CH2:54][CH2:53][C:30]=2[C:31]=1[C:32]([NH:34][C:35]1[CH:40]=[CH:39][C:38]([CH2:41][CH2:42][C:43]2[CH:44]=[CH:45][C:46]([C:47]([O:49][CH3:50])=[O:48])=[CH:51][CH:52]=2)=[CH:37][CH:36]=1)=[O:33])=[O:25] |f:1.2|. Procedure details: To a mixture of 830 mg of methyl 4-[2-(4-{[(2-{[3-(2-{[tert-butyl(diphenyl)silyl]oxy}ethyl)benzoyl]amino}-4,5,6,7-tetrahydro-1-benzothiophen-3-yl)carbonyl]amino}phenyl)ethyl]benzoate and 10 mL of THF was added 1.5 mL of tetrabutylammonium fluoride (TBAF) (1.0 M THF solution) under ice cooling, followed by stirring for 4 hours at room temperature and then overnight at 50° C. The reaction mixture was concentrated under reduced pressure, and the residue was purified by silica gel column chromatogra... Reactants: CC(=O)O, CN(c1ccc(O)cc1)c1cc2ccc(Cl)cc2c(Cl)n1, O, [Zn]. Product: CN(c1ccc(O)cc1)c1cc2ccc(Cl)cc2cn1. Reaction SMILES: [CH3:22][C:23](=[O:24])[OH:25].[Cl:1][c:2]1[n:3][c:4]([N:13]([CH3:14])[c:15]2[cH:16][cH:17][c:18]([OH:21])[cH:19][cH:20]2)[cH:5][c:6]2[cH:7][cH:8][c:9]([Cl:12])[cH:10][c:11]12.[OH2:26].[Zn:27]>>[cH:2]1[n:3][c:4]([N:13]([CH3:14])[c:15]2[cH:16][cH:17][c:18]([OH:21])[cH:19][cH:20]2)[cH:5][c:6]2[cH:7][cH:8][c:9]([Cl:12])[cH:10][c:11]12. The reactants are CC=1NC(=C(N(C1C(=O)OC)C1=CC(=CC=C1)N=C=S)C(=O)OC)C (1,4-Dihydro-2,6-dimethyl-4-(3-isothiocyanatophenyl)-3,5-pyrazinedicarboxylic acid, dimethyl ester), C(C)(C)(C)C1CCN(CC1)CCCN (4-tert-butyl-piperidine-1-propanamine). The solvent is C1=CC=CC=C1 (benzene). The product is CC=1NC(=C(N(C1C(=O)OC)C1=CC(=CC=C1)NC(=S)NCCCN1CCC(CC1)C(C)(C)C)C(=O)OC)C (1,4-Dihydro-2,6-dimethyl-4-[3-[[[[3-[4-(1,1-dimethylethyl)-1-piperidinyl]propyl]amino]carbonothioyl]amino]phenyl]-3,5-pyrazine dicarboxylic acid, dimethyl ester). The yield is 64.0%. As a reaction SMILES: [CH3:1][C:2]1[NH:3][C:4]([CH3:25])=[C:5]([C:21]([O:23][CH3:24])=[O:22])[N:6]([C:12]2[CH:17]=[CH:16][CH:15]=[C:14]([N:18]=[C:19]=[S:20])[CH:13]=2)[C:7]=1[C:8]([O:10][CH3:11])=[O:9].[C:26]([CH:30]1[CH2:35][CH2:34][N:33]([CH2:36][CH2:37][CH2:38][NH2:39])[CH2:32][CH2:31]1)([CH3:29])([CH3:28])[CH3:27]>C1C=CC=CC=1>[CH3:1][C:2]1[NH:3][C:4]([CH3:25])=[C:5]([C:21]([O:23][CH3:24])=[O:22])[N:6]([C:12]2[CH:17]=[CH:16][CH:15]=[C:14]([NH:18][C:19]([NH:39][CH2:38][CH2:37][CH2:36][N:33]3[CH2:32][CH2:31][CH:30]([C:26]([CH3:29])([CH3:28])[CH3:27])[CH2:35][CH2:34]3)=[S:20])[CH:13]=2)[C:7]=1[C:8]([O:10][CH3:11])=[O:9]. Procedure: 1,4-Dihydro-2,6-dimethyl-4-(3-isothiocyanatophenyl)-3,5-pyrazinedicarboxylic acid, dimethyl ester (25 mg, 0.069 mmol) was refluxed with 4-tert-butyl-piperidine-1-propanamine (16 mg, 0.081 mmol) in 2 mL of benzene for 30 min. Chromatographic purification (silica gel, eluted with 10% (v/v) methanol in methylene chloride) of the resultant residue after concentration in vacuo gave the title compound as a yellow powder (64%); 1H-NMR (CDCl3) δ 8.20 (br, 1H), 7.98 (br, 1H), 7.05 (t, 1H, J=8.1 Hz), 6.79...